The task is: describe an organic reaction: reactants, conditions, products, and yield. This data is from the Open Reaction Database (ORD), a public repository of structured organic reaction records. Starting materials: NC1(CN(CC12CC2)C2=C(C=C1C(C(=CN(C1=C2OC)[C@H]2[C@H](C2)F)C(=O)O)=O)F)C (7-[7-amino-7-methyl-5-azaspiro[2.4]heptan-5-yl]-6-fluoro-1-[(1R,2S)-2-fluorocyclopropyl]-8-methoxy-1,4-dihydro-4-oxoquinoline-3-carboxylic acid), C(C)(C)O (Isopropyl alcohol), Example 9, Cl (hydrochloric acid). The solvent is CO (methanol). Conditions: temperature 50 celsius, time 1 hour. The product is Cl.NC1(CN(CC12CC2)C2=C(C=C1C(C(=CN(C1=C2OC)[C@H]2[C@H](C2)F)C(=O)O)=O)F)C (7-(7-Amino-7-methyl-5-azaspiro[2.4]heptan-5-yl)-6-fluoro-1-[(1R,2S)-2-fluorocyclopropyl]-8-methoxy-1,4-dihydro-4-oxoquinoline-3-carboxylic acid hydrochloride). Isolated yield 69.0%. RXN SMILES: [NH2:1][C:2]1([CH3:30])[C:6]2([CH2:8][CH2:7]2)[CH2:5][N:4]([C:9]2[C:18]([O:19][CH3:20])=[C:17]3[C:12]([C:13](=[O:28])[C:14]([C:25]([OH:27])=[O:26])=[CH:15][N:16]3[C@@H:21]3[CH2:23][C@@H:22]3[F:24])=[CH:11][C:10]=2[F:29])[CH2:3]1.[ClH:31].C(O)(C)C>CO>[ClH:31].[NH2:1][C:2]1([CH3:30])[C:6]2([CH2:7][CH2:8]2)[CH2:5][N:4]([C:9]2[C:18]([O:19][CH3:20])=[C:17]3[C:12]([C:13](=[O:28])[C:14]([C:25]([OH:27])=[O:26])=[CH:15][N:16]3[C@@H:21]3[CH2:23][C@@H:22]3[F:24])=[CH:11][C:10]=2[F:29])[CH2:3]1 |f:4.5|. Procedure: 7-[7-amino-7-methyl-5-azaspiro[2.4]heptan-5-yl]-6-fluoro-1-[(1R,2S)-2-fluorocyclopropyl]-8-methoxy-1,4-dihydro-4-oxoquinoline-3-carboxylic acid in which configuration of the amino group in the substituent at position 7 is the same as the one produced in Example 9 (18.07 g, 39.4 mmol) was suspended in methanol (54 mL), and 1N hydrochloric acid (43.4 mL, 43.4 mmol) was added to the suspension at room temperature. Isopropyl alcohol (180 mL) was then added, and the mixture was stirred in a water bat... The reactants are O (water), ClC1=CC=C(C=C1)C1(OC1)C(C)(C)OC1=CC=C(C=C1)Cl (2-(4-chlorophenyl)-2-[2-(p-chlorophenoxy)-2-propyl]oxirane), N1N=CN=C1.[Na] (1,2,4-triazole sodium). Run in C(CC)O (n-propanol), C(CC)O (n-propanol). Yields the product ClC1=CC=C(OC(C(CN2N=CN=C2)(O)C2=CC=C(C=C2)Cl)(C)C)C=C1 (3-(4-chlorophenoxy)-2-(4-chlorophenyl)-3-methyl-1-(1,2,4-triazol-1-yl)-2-butanol). Yield: 18.4%. As a reaction SMILES: [Cl:1][C:2]1[CH:7]=[CH:6][C:5]([C:8]2([C:11]([O:14][C:15]3[CH:20]=[CH:19][C:18]([Cl:21])=[CH:17][CH:16]=3)([CH3:13])[CH3:12])[CH2:10][O:9]2)=[CH:4][CH:3]=1.[NH:22]1[CH:26]=[N:25][CH:24]=[N:23]1.[Na].O>C(O)CC>[Cl:21][C:18]1[CH:19]=[CH:20][C:15]([O:14][C:11]([CH3:13])([CH3:12])[C:8]([C:5]2[CH:6]=[CH:7][C:2]([Cl:1])=[CH:3][CH:4]=2)([OH:9])[CH2:10][N:22]2[CH:26]=[N:25][CH:24]=[N:23]2)=[CH:16][CH:17]=1 |f:1.2,^1:26|. Procedure details: A solution of 30 g (0.093 mole) of 2-(4-chlorophenyl)-2-[2-(p-chlorophenoxy)-2-propyl]oxirane in 40 ml of n-propanol is added dropwise, at room temperature, to a solution of 7.6 g (0.107 mole) of 1,2,4-triazole-sodium in 60 ml of n-propanol. The reaction mixture is allowed to stir at reflux temperature for 48 hours, then cooled, water is added and the mixture is extracted with methylene chloride. The organic phase is dried over sodium sulphate and evaporated in vacuo. The oily residue is purifie... Starting materials: CC(C)([O-])C.[K+] (potassium t-butoxide), COC1=CC=C(C=N1)[N+](=O)[O-] (6-methoxy-3-nitropyridine), ClCS(=O)(=O)C1=CC=C(C=C1)C (1-chloromethane-sulfonyl-4-methyl-benzene), solution. Run in CN(C)C=O (DMF), C1CCOC1 (THF). Reaction conditions: time 18 hour. Yields the product COC1=CC=C(C(=N1)CS(=O)(=O)C1=CC=C(C=C1)C)[N+](=O)[O-] (6-methoxy-3-nitro-2-(toluene-4-sulfonylmethyl)-pyridine). Isolated yield 37.2%. RXN SMILES: [CH3:1][O:2][C:3]1[N:8]=[CH:7][C:6]([N+:9]([O-:11])=[O:10])=[CH:5][CH:4]=1.Cl[CH2:13][S:14]([C:17]1[CH:22]=[CH:21][C:20]([CH3:23])=[CH:19][CH:18]=1)(=[O:16])=[O:15].CC(C)([O-])C.[K+]>CN(C=O)C.C1COCC1>[CH3:1][O:2][C:3]1[N:8]=[C:7]([CH2:13][S:14]([C:17]2[CH:22]=[CH:21][C:20]([CH3:23])=[CH:19][CH:18]=2)(=[O:15])=[O:16])[C:6]([N+:9]([O-:11])=[O:10])=[CH:5][CH:4]=1 |f:2.3|. Procedure details: A mixture of 15.4 g (0.1 mol) of 6-methoxy-3-nitropyridine and 20.4 g (0.1 mol) of 1-chloromethane-sulfonyl-4-methyl-benzene is dissolved in 100 mL of DMF and cooled to 5 C. To this solution is added, dropwise, 100 mL (0.1 mol) of a 1M solution of potassium t-butoxide in THF, keeping the temperature≦10 C. The dark reaction mixture is stirred for 18 hours at room temperature. The reaction mixture is evaporated to remove the THF, and to the remaining solution is added 100 mL of water. A dark brown... Starting materials: Cc1ccc(C(=O)OCC2OC(n3ccc4c(Cl)ncnc43)CC2OC(=O)c2ccc(C)cc2)cc1, CCO, CCOC(C)=O, [H][H], [Na+], O=C([O-])O. The product is Cc1ccc(C(=O)OCC2OC(n3ccc4cncnc43)CC2OC(=O)c2ccc(C)cc2)cc1. Reaction SMILES: [CH3:1][c:2]1[cH:3][cH:4][c:5]([C:6](=[O:7])[O:8][CH:9]2[CH:10]([CH2:24][O:25][C:26]([c:27]3[cH:28][cH:29][c:30]([CH3:33])[cH:31][cH:32]3)=[O:34])[O:11][CH:12]([n:14]3[cH:15][cH:16][c:17]4[c:18]3[n:19][cH:20][n:21][c:22]4[Cl:23])[CH2:13]2)[cH:35][cH:36]1.[CH3:44][CH2:45][OH:46].[CH3:47][CH2:48][O:49][C:50]([CH3:51])=[O:52].[H:42][H:43].[Na+:41].[O-:37][C:38]([OH:39])=[O:40]>>[CH3:1][c:2]1[cH:3][cH:4][c:5]([C:6](=[O:7])[O:8][CH:9]2[CH:10]([CH2:24][O:25][C:26]([c:27]3[cH:28][cH:29][c:30]([CH3:33])[cH:31][cH:32]3)=[O:34])[O:11][CH:12]([n:14]3[cH:15][cH:16][c:17]4[c:18]3[n:19][cH:20][n:21][cH:22]4)[CH2:13]2)[cH:35][cH:36]1. Reactants: O1NC(NC1=O)=O (1,2,4-oxadiazole-3,5-dione), C(C)(C)N(C(=O)Cl)C1=CC=C(C=C1)F (N-isopropyl-4-flourophenylcarbamoyl chloride), three. The reagents and catalysts are CN(C1=CC=NC=C1)C (4-dimethylaminopyridine). Solvent: dioxanes. The product is FC1=CC=C(C=C1)N(C(=O)N1OC(NC1=O)=O)C(C)C (N-(4-Fluorophenyl)-N-(1-methylethyl)-3,5-dioxo-1,2,4-oxadiazolidine-2-carboxamide). The yield is 57.6%. As a reaction SMILES: [O:1]1[C:5](=[O:6])[NH:4][C:3](=[O:7])[NH:2]1.[CH:8]([N:11]([C:15]1[CH:20]=[CH:19][C:18]([F:21])=[CH:17][CH:16]=1)[C:12](Cl)=[O:13])([CH3:10])[CH3:9]>CN(C)C1C=CN=CC=1>[F:21][C:18]1[CH:17]=[CH:16][C:15]([N:11]([CH:8]([CH3:10])[CH3:9])[C:12]([N:2]2[C:3](=[O:7])[NH:4][C:5](=[O:6])[O:1]2)=[O:13])=[CH:20][CH:19]=1. Procedure: A 1 L three neck round bottom flask equipped with nitrogen inlet, thermometer and water condenser was charged with dioxanes (400 mL), 1,2,4-oxadiazole-3,5-dione (30 g 0.29 moles, prepared according to Srivastava, P. and Robins, R., J. Med. Chem. 1981, 24, 1172-1177), 4-dimethylaminopyridine (36 g, 0.29 mole), and N-isopropyl-4-flourophenylcarbamoyl chloride (63 g, 0.29 moles) at room temperature. The yellow mixture was heated at reflux for 4 hours. When no starting material was detected by thin ... Reactants: C(CO)O (ethylene glycol), OCC(O)CO (glycerine), solution, C1=CC=C(C=C1)C2(C(=O)NC(=O)N2)C3=CC=CC=C3 (dihydantoin), polyester, C1(=CC=CC=C1O)C (cresol). Run in C1=C(C=CC=C1O)C (m-cresol). Yields the product COC(C1=CC=C(C(=O)OC)C=C1)=O (terephthalic acid dimethylester). Reaction SMILES: C1C=CC(C2(C3C=CC=CC=3)NC(=O)N[C:8]2=[O:9])=CC=1.C(O)[CH2:21][OH:22].O[CH2:25][CH:26]([CH2:28][OH:29])O.[C:30]1([CH3:37])[C:35]([OH:36])=CC=[CH:32][CH:31]=1>C1C(O)=CC=CC=1C>[CH3:8][O:9][C:28](=[O:29])[C:26]1[CH:32]=[CH:31][C:30]([C:35]([O:22][CH3:21])=[O:36])=[CH:37][CH:25]=1. Procedure: 200 g of an approximately 30 % solution of the dihydantoin in cresol is mixed with a solution of 350 g of a polyester obtained from 1,6 mol terephthalic acid dimethylester, 1,2 mol ethylene glycol and 0,8 mol glycerine in 820 g m-cresol at 50°C. A homogeneous solution having a viscosity of 7480 cP20°C is obtained. This solution is applied to metal sheet and stoved to a clear, hard lacquer film in stages at 240°C and 300°C. Reactants: [Cl-].[Al+3].[Cl-].[Cl-] (Aluminium chloride), CC1(OCCO1)CCCC(C)C (2-methyl-2-(4-methylpentyl)-1,3-dioxolane), [H-].[Al+3].[Li+].[H-].[H-].[H-] (lithium aluminium hydride), [H-].[Al+3].[Li+].[H-].[H-].[H-] (lithium aluminium hydride), C(C)(=O)OCC (Ethyl acetate). The solvent is O1CCCC1 (tetrahydrofuran), O1CCCC1 (Tetrahydrofuran). Conditions: time 30 minute. Yields the product CC(CCCC(C)C)OCCO (2-[(1,5-dimethylhexyl)oxy]ethanol). Reaction SMILES: [Cl-].[Al+3].[Cl-].[Cl-].[H-].[Al+3].[Li+].[H-].[H-].[H-].[CH3:11][C:12]1([CH2:17][CH2:18][CH2:19][CH:20]([CH3:22])[CH3:21])[O:16][CH2:15][CH2:14][O:13]1.C(OCC)(=O)C>O1CCCC1>[CH3:11][CH:12]([O:13][CH2:14][CH2:15][OH:16])[CH2:17][CH2:18][CH2:19][CH:20]([CH3:21])[CH3:22] |f:0.1.2.3,4.5.6.7.8.9|. Procedure details: Tetrahydrofuran (600 mL) was charged to 2 L flask fitted with condenser, nitrogen, thermocouple and mechanical stirrer. The flask was cooled to <10° C. and the flask was inerted with dry nitrogen fed a slow rate. Aluminium chloride (112 g, 840 mmol) was slowly added to the reaction flask whilst maintaining a temperature of <10° C. Then lithium aluminium hydride powder (15.9 g, 420 mmol) was added slowly over 30 minutes. The reaction mixture was stirred for a further 30 minutes at <10° C. To the ... Reactants: C(C)(=O)O[C@H]1[C@@H](O[C@]([C@H]1OCC1=CC=CC=C1)(C(F)F)COCC1=CC=CC=C1)N1C(N=C(C(=C1)Cl)N)=O ((2R,3R,4S,5R)-2-(4-amino-5-chloro-2-oxopyrimidin-1(2H)-yl)-4-(benzyloxy)-5-(benzyloxymethyl)-5-(difluoromethyl)-tetrahydrofuran-3-yl acetate), CO (MeOH). Solvent: N (NH3). The product is NC1=NC(N(C=C1Cl)[C@@H]1O[C@]([C@H]([C@H]1O)OCC1=CC=CC=C1)(C(F)F)COCC1=CC=CC=C1)=O (4-amino-1-((2R,3R,4S,5R)-4-(benzyloxy)-5-(benzyloxymethyl)-5-(difluoromethyl)-3-hydroxy-tetrahydrofuran-2-yl)-5-chloropyrimidin-2(1H)-one). The yield is 61.8%. As a reaction SMILES: C([O:4][C@@H:5]1[C@H:9]([O:10][CH2:11][C:12]2[CH:17]=[CH:16][CH:15]=[CH:14][CH:13]=2)[C@:8]([CH2:21][O:22][CH2:23][C:24]2[CH:29]=[CH:28][CH:27]=[CH:26][CH:25]=2)([CH:18]([F:20])[F:19])[O:7][C@H:6]1[N:30]1[CH:35]=[C:34]([Cl:36])[C:33]([NH2:37])=[N:32][C:31]1=[O:38])(=O)C.CO>N>[NH2:37][C:33]1[C:34]([Cl:36])=[CH:35][N:30]([C@H:6]2[C@H:5]([OH:4])[C@H:9]([O:10][CH2:11][C:12]3[CH:13]=[CH:14][CH:15]=[CH:16][CH:17]=3)[C@:8]([CH2:21][O:22][CH2:23][C:24]3[CH:29]=[CH:28][CH:27]=[CH:26][CH:25]=3)([CH:18]([F:19])[F:20])[O:7]2)[C:31](=[O:38])[N:32]=1. Reported procedure: A mixture of compound 29 (0.235 g, 0.43 mmol) in NH3.MeOH (10 mL) was stirred at r.t for 3 h and then evaporated to dryness under reduced pressure. Purification by silica gel chromatography column [dichloromethane:methanol (40:1)] gave 30 as a white solid (0.135 g, 62%). LC-MS: (M+H)+=508.1 Reactants: [BH4-].[K+] (potassium borohydride), C1(=CC=CC=C1)C=1NC(=C(N1)C(C)=O)C (2-phenyl-4-acetyl-5-methylimidazole). Solvent: CO (MeOH). Procedure: 32 Grams (0.59 mol) of potassium borohydride were added portionwise to a solution of 30 g (0.15 mol) of 2-phenyl-4-acetyl-5-methylimidazole in 1500 ml of MeOH. After stirring overnight, a solid material was removed by filtration, then the solvent was evaporated under reduced pressure to give 27 g of 2-phenyl-4-(1-hydroxyethyl)-5-methylimidazole. The crude compound thus isolated was used without further purification. Product: C1(=CC=CC=C1)C=1NC(=C(N1)C(C)O)C (2-phenyl-4-(1-hydroxyethyl)-5-methylimidazole). Yield: 89.0%. Conditions: time 8 hour. As a reaction SMILES: [BH4-].[K+].[C:3]1([C:9]2[NH:10][C:11]([CH3:17])=[C:12]([C:14](=[O:16])[CH3:15])[N:13]=2)[CH:8]=[CH:7][CH:6]=[CH:5][CH:4]=1>CO>[C:3]1([C:9]2[NH:10][C:11]([CH3:17])=[C:12]([CH:14]([OH:16])[CH3:15])[N:13]=2)[CH:4]=[CH:5][CH:6]=[CH:7][CH:8]=1 |f:0.1|. The product is C(CCC)C1=NC2=C(N1CC1=CC=C(C=C1)C=1C(=CC=CC1)C(=O)O)C=C(C=C2)N(C(=O)NC2CCCCC2)CCCC (4'-[(2-n-Butyl-6-(N-cyclohexylaminocarbonyl-n-butyl-amino)-benzimidazol-1-yl)-methyl]biphenyl-2-carboxylic acid). RXN SMILES: [CH2:1]([C:5]1[N:9]([CH2:10][C:11]2[CH:16]=[CH:15][C:14]([C:17]3[C:18]([C:23]([O:25]C(C)(C)C)=[O:24])=[CH:19][CH:20]=[CH:21][CH:22]=3)=[CH:13][CH:12]=2)[C:8]2[CH:30]=[C:31]([N:34]([CH2:44][CH2:45][CH2:46][CH3:47])[C:35]([NH:37][CH:38]3[CH2:43][CH2:42][CH2:41][CH2:40][CH2:39]3)=[O:36])[CH:32]=[CH:33][C:7]=2[N:6]=1)[CH2:2][CH2:3][CH3:4].FC(F)(F)C(O)=O>>[CH2:1]([C:5]1[N:9]([CH2:10][C:11]2[CH:12]=[CH:13][C:14]([C:17]3[C:18]([C:23]([OH:25])=[O:24])=[CH:19][CH:20]=[CH:21][CH:22]=3)=[CH:15][CH:16]=2)[C:8]2[CH:30]=[C:31]([N:34]([CH2:44][CH2:45][CH2:46][CH3:47])[C:35]([NH:37][CH:38]3[CH2:39][CH2:40][CH2:41][CH2:42][CH2:43]3)=[O:36])[CH:32]=[CH:33][C:7]=2[N:6]=1)[CH2:2][CH2:3][CH3:4]. Procedure: Prepared in analogous manner to Example 9 from tert.butyl 4'-[(2-n-butyl-6-(N-cyclohexylaminocarbonyl-n-butylamino)-benzimidazol-1-yl)-methyl]biphenyl-2-carboxylate and trifluoroacetic acid. Starting materials: C(CCC)C1=NC2=C(N1CC1=CC=C(C=C1)C=1C(=CC=CC1)C(=O)OC(C)(C)C)C=C(C=C2)N(C(=O)NC2CCCCC2)CCCC (tert.butyl 4'-[(2-n-butyl-6-(N-cyclohexylaminocarbonyl-n-butylamino)-benzimidazol-1-yl)-methyl]biphenyl-2-carboxylate), FC(C(=O)O)(F)F (trifluoroacetic acid).